This data is from the Open Reaction Database (ORD), a public repository of structured organic reaction records. The task is: describe an organic reaction: reactants, conditions, products, and yield The reactants are ClC1=CC=C(C=C1)/C=C/CN1CCN(CC1)C=1N(N=C(C1[N+](=O)[O-])C)C (1-[(E)-3-(4-Chloro-phenyl)-allyl]-4-(2,5-dimethyl-4-nitro-2H-pyrazol-3-yl)-piperazine), O.[Sn](Cl)Cl (tin(II) chloride monohydrate), O.O.O.C(C)(=O)[O-].[Na+] (sodium acetate trihydrate). Run in O1CCCC1 (tetrahydrofuran), CO (methanol). Reaction conditions: time 34 hour. Yields the product ClC1=CC=C(C=C1)/C=C/CN1CCN(CC1)C=1N(N=C(C1N)C)C (1-[(E)-3-(4-Chlorophenyl)-allyl]-4-(2,5-dimethyl-4-amino-2H-pyrazol-3-yl)-piperazine). The yield is 69.3%. RXN SMILES: [Cl:1][C:2]1[CH:7]=[CH:6][C:5](/[CH:8]=[CH:9]/[CH2:10][N:11]2[CH2:16][CH2:15][N:14]([C:17]3[N:18]([CH3:26])[N:19]=[C:20]([CH3:25])[C:21]=3[N+:22]([O-])=O)[CH2:13][CH2:12]2)=[CH:4][CH:3]=1.O.[Sn](Cl)Cl.O.O.O.C([O-])(=O)C.[Na+]>O1CCCC1.CO>[Cl:1][C:2]1[CH:7]=[CH:6][C:5](/[CH:8]=[CH:9]/[CH2:10][N:11]2[CH2:16][CH2:15][N:14]([C:17]3[N:18]([CH3:26])[N:19]=[C:20]([CH3:25])[C:21]=3[NH2:22])[CH2:13][CH2:12]2)=[CH:4][CH:3]=1 |f:1.2,3.4.5.6.7|. Reported procedure: To a solution of the product obtained in Step B (800 mg) in tetrahydrofuran (8 ml) and methanol (8 ml) at room temperature under nitrogen was added tin(II) chloride monohydrate (2.9 g) and sodium acetate trihydrate (3.5 g). The resulting mixture was stirred at room temperature for 34 hours. The reaction mixture was partitioned between 1M sodium hydroxide and ethyl acetate, stirred for 10 min, the organic layer was separated, dried over sodium sulfate and concentrated. 1-[(E)-3-(4-Chlorophenyl)-a... The reactants are N1(CCNCC1)C1=CC=C(C=C1)NC(=O)C=1C(=C(C=CC1)OC)C1=CC=C(C=C1)C(C)C (4′-isopropyl-6-methoxy-biphenyl-2-carboxylic acid (4-piperazin-1-yl-phenyl)-amide), C(=O)([O-])[O-].[K+].[K+] (K2CO3), BrCC(=O)N (2-bromo-acetamide). Run in CC(=O)C (acetone). Yields the product C(N)(=O)CN1CCN(CC1)C1=CC=C(C=C1)NC(=O)C=1C(=CC=C(C1)OC)C1=CC=C(C=C1)C(C)C (4′-Isopropyl-4-methoxy-biphenyl-2-carboxylic Acid [4-(4-carbamoylmethyl-piperazin-1-yl)-phenyl]-amide). Yield: 49.5%. As a reaction SMILES: [N:1]1([C:7]2[CH:12]=[CH:11][C:10]([NH:13][C:14]([C:16]3[C:17]([C:24]4[CH:29]=[CH:28][C:27]([CH:30]([CH3:32])[CH3:31])=[CH:26][CH:25]=4)=[C:18](OC)[CH:19]=[CH:20][CH:21]=3)=[O:15])=[CH:9][CH:8]=2)[CH2:6][CH2:5][NH:4][CH2:3][CH2:2]1.[C:33]([O-:36])([O-])=O.[K+].[K+].Br[CH2:40][C:41]([NH2:43])=[O:42]>CC(C)=O>[C:41]([CH2:40][N:4]1[CH2:5][CH2:6][N:1]([C:7]2[CH:12]=[CH:11][C:10]([NH:13][C:14]([C:16]3[C:17]([C:24]4[CH:29]=[CH:28][C:27]([CH:30]([CH3:32])[CH3:31])=[CH:26][CH:25]=4)=[CH:18][CH:19]=[C:20]([O:36][CH3:33])[CH:21]=3)=[O:15])=[CH:9][CH:8]=2)[CH2:2][CH2:3]1)(=[O:42])[NH2:43] |f:1.2.3|. Reported procedure: To a solution of 4′-isopropyl-6-methoxy-biphenyl-2-carboxylic acid (4-piperazin-1-yl-phenyl)-amide (214 mg) in acetone (20 mL) containing K2CO3 (206 mg) was added 2-bromo-acetamide (100 mg) and the mixture was heated at reflux for 16 hours. After cooling at room temperature the salts were removed by filtration, washed with acetone and the filtrate was evaporated under reduced pressure. The residue was purified by flash chromatography eluting with CH2Cl2/MeOH (92/8) and the solid obtained was rec... The reactants are COc1ccc(CN(Cc2ccc(OC)cc2)c2nc(C)nc(-c3cc(C(O)C(F)(F)F)cnc3Nc3ccc(OC)nc3)n2)cc1, C[N+]1([O-])CCOCC1, CCC[N+](CCC)(CCC)CCC, ClCCl, O=[Ru](=O)(=O)[O-]. Yields the product COc1ccc(CN(Cc2ccc(OC)cc2)c2nc(C)nc(-c3cc(C(=O)C(F)(F)F)cnc3Nc3ccc(OC)nc3)n2)cc1. RXN SMILES: [CH3:1][O:2][c:3]1[cH:4][cH:5][c:6]([CH2:7][N:8]([c:9]2[n:10][c:11](-[c:16]3[cH:17][c:18]([CH:31]([C:32]([F:33])([F:34])[F:35])[OH:36])[cH:19][n:20][c:21]3[NH:22][c:23]3[cH:24][n:25][c:26]([O:29][CH3:30])[cH:27][cH:28]3)[n:12][c:13]([CH3:15])[n:14]2)[CH2:37][c:38]2[cH:39][cH:40][c:41]([O:44][CH3:45])[cH:42][cH:43]2)[cH:46][cH:47]1.[CH3:48][N+:49]1([O-:50])[CH2:51][CH2:52][O:53][CH2:54][CH2:55]1.[CH3:59][CH2:60][CH2:61][N+:62]([CH2:63][CH2:64][CH3:65])([CH2:66][CH2:67][CH3:68])[CH2:69][CH2:70][CH3:71].[Cl:56][CH2:57][Cl:58].[O:72]=[Ru:73](=[O:74])([O-:75])=[O:76]>>[CH3:1][O:2][c:3]1[cH:4][cH:5][c:6]([CH2:7][N:8]([c:9]2[n:10][c:11](-[c:16]3[cH:17][c:18]([C:31]([C:32]([F:33])([F:34])[F:35])=[O:36])[cH:19][n:20][c:21]3[NH:22][c:23]3[cH:24][n:25][c:26]([O:29][CH3:30])[cH:27][cH:28]3)[n:12][c:13]([CH3:15])[n:14]2)[CH2:37][c:38]2[cH:39][cH:40][c:41]([O:44][CH3:45])[cH:42][cH:43]2)[cH:46][cH:47]1. Starting materials: [Br-], O=C([O-])[O-], CCCC[N+](CCCC)(CCCC)CCCC, CC(C)C1C(=O)N(CCl)S(=O)(=O)N1C, [K+], [K+], CN(C)C=O, O=C(O)c1c(Cl)cccc1Cl. Yields the product CC(C)C1C(=O)N(COC(=O)c2c(Cl)cccc2Cl)S(=O)(=O)N1C. RXN SMILES: [Br-:37].[C:26](=[O:27])([O-:28])[O-:29].[CH3:38][CH2:39][CH2:40][CH2:41][N+:42]([CH2:43][CH2:44][CH2:45][CH3:46])([CH2:47][CH2:48][CH2:49][CH3:50])[CH2:51][CH2:52][CH2:53][CH3:54].[Cl:1][CH2:2][N:3]1[S:4](=[O:13])(=[O:14])[N:5]([CH3:12])[CH:6]([CH:9]([CH3:10])[CH3:11])[C:7]1=[O:8].[K+:30].[K+:31].[O:32]=[CH:33][N:34]([CH3:35])[CH3:36].[OH:15][C:16](=[O:17])[c:18]1[c:19]([Cl:20])[cH:21][cH:22][cH:23][c:24]1[Cl:25]>>[CH2:2]([N:3]1[S:4](=[O:13])(=[O:14])[N:5]([CH3:12])[CH:6]([CH:9]([CH3:10])[CH3:11])[C:7]1=[O:8])[O:17][C:16](=[O:15])[c:18]1[c:19]([Cl:20])[cH:21][cH:22][cH:23][c:24]1[Cl:25]. The product is ClC1=CC=C(C=C1)S(=O)(=O)NCCC=1N(C=CC1)C (2-[2-(p-ChlorobenzenesulphonYlamino)-ethyl]-1-methylpyrrole). Run in O1CCOCC1 (dioxane), O1CCOCC1 (dioxane). Reactants: C([O-])([O-])=O.[K+].[K+] (potassium carbonate), NCCC=1N(C=CC1)C (2-(2-aminoethyl)-1-methylpyrrole), ClC1=CC=C(C=C1)S(=O)(=O)Cl (p-chlorobenzene sulphonylchloride). Procedure: 10 ml of a saturated potassium carbonate solution are added to a solution of 4.96 g of 2-(2-aminoethyl)-1-methylpyrrole in 20 ml of dioxane, with stirring. Then at 0° C. a solution of 10.1 g of p-chlorobenzene sulphonylchloride in 30 ml of dioxane is added dropwise. The mixture is then stirred for 3 hours at ambient temperature, the precipitate is removed by suction filtering, washed with ether and the organic phase is separated off. After drying over sodium sulphate 10 g of crude product are ob... Reaction SMILES: C(=O)([O-])[O-].[K+].[K+].[NH2:7][CH2:8][CH2:9][C:10]1[N:11]([CH3:15])[CH:12]=[CH:13][CH:14]=1.[Cl:16][C:17]1[CH:22]=[CH:21][C:20]([S:23](Cl)(=[O:25])=[O:24])=[CH:19][CH:18]=1>O1CCOCC1>[Cl:16][C:17]1[CH:22]=[CH:21][C:20]([S:23]([NH:7][CH2:8][CH2:9][C:10]2[N:11]([CH3:15])[CH:12]=[CH:13][CH:14]=2)(=[O:25])=[O:24])=[CH:19][CH:18]=1 |f:0.1.2|. Starting materials: OCCCNC1=[N+](C=CC=C1)[O-] (2-(3-Hydroxypropylamino)pyridine N-oxide), N(=NC(=O)OCC)C(=O)OCC (diethyl azodicarboxylate), OC1=CC=C(C=C1)CC(CC(=O)OCC)(C=1C=NC=CC1)C (Ethyl 4-(4-hydroxyphenyl)-3-methyl-3-pyridin-3-ylbutanoate), C1(=CC=CC=C1)P(C1=CC=CC=C1)C1=CC=CC=C1 (triphenylphosphine). Run in C1CCOC1 (THF), C1CCOC1 (THF). Reaction conditions: time 15 minute. Yields the product CC(CC(=O)OCC)(CC1=CC=C(C=C1)OCCCNC1=[N+](C=CC=C1)[O-])C=1C=NC=CC1 (Ethyl 3-methyl-4-(4-{3-[(1-oxidopyridin-2-yl)amino]propoxy}phenyl)-3-pyridin-3-ylbutanoate). As a reaction SMILES: N(C(OCC)=O)=NC(OCC)=O.[OH:13][C:14]1[CH:19]=[CH:18][C:17]([CH2:20][C:21]([CH3:34])([C:28]2[CH:29]=[N:30][CH:31]=[CH:32][CH:33]=2)[CH2:22][C:23]([O:25][CH2:26][CH3:27])=[O:24])=[CH:16][CH:15]=1.C1(P(C2C=CC=CC=2)C2C=CC=CC=2)C=CC=CC=1.O[CH2:55][CH2:56][CH2:57][NH:58][C:59]1[CH:64]=[CH:63][CH:62]=[CH:61][N+:60]=1[O-:65]>C1COCC1>[CH3:34][C:21]([C:28]1[CH:29]=[N:30][CH:31]=[CH:32][CH:33]=1)([CH2:20][C:17]1[CH:16]=[CH:15][C:14]([O:13][CH2:55][CH2:56][CH2:57][NH:58][C:59]2[CH:64]=[CH:63][CH:62]=[CH:61][N+:60]=2[O-:65])=[CH:19][CH:18]=1)[CH2:22][C:23]([O:25][CH2:26][CH3:27])=[O:24]. Procedure: A solution of diethyl azodicarboxylate (157 mg, 0.9 mmol) in 2 ml THF was added to a solution of the product of STEP 7 (197 mg, 0.66 mmol) and triphenylphosphine (236 mg, 0.9 mmol) in 5 ml THF at room temperature and stirred for 15 min. 2-(3-Hydroxypropylamino)pyridine N-oxide (168 mg, 0.9 mmol) was added. The reaction was stirred at room temperature for 18 h. THF was evaporated and the residue was purified by chromatography (on silica gel, CH2Cl2/CH3OH/NH4OH-98.5/1/0.5) to afford a clean produc...